From a dataset of the Open Reaction Database (ORD), a public repository of structured organic reaction records. describe an organic reaction: reactants, conditions, products, and yield Starting materials: NCC=1OC2=C(N1)C=CC=C2 (2-(aminomethyl)benzoxazole), C(=O)OCC (ethyl formate). The product is C(=O)NCC=1OC2=C(N1)C=CC=C2 (2-(N-Formylaminomethyl)benzoxazole). RXN SMILES: [NH2:1][CH2:2][C:3]1[O:4][C:5]2[CH:11]=[CH:10][CH:9]=[CH:8][C:6]=2[N:7]=1.[CH:12](OCC)=[O:13]>>[CH:12]([NH:1][CH2:2][C:3]1[O:4][C:5]2[CH:11]=[CH:10][CH:9]=[CH:8][C:6]=2[N:7]=1)=[O:13]. Reported procedure: A mixture of 4.29 g (28.9 mmol) of 2-(aminomethyl)benzoxazole (PREPARATION 6) and 20 ml of ethyl formate is heated at 80° for 2 hr, after which the excess ethyl formate is removed under reduced pressure. The residue is chromatographed on silica gel (350 ml) eluting with methanol/dichloromethane (2/98), the appropriate fractions are pooled and concentrated to give the product, which is crystallized from dichloromethane/hexane to give the title compound, mp 98°-99°; MS (m/z) at 176; IR 1655, 1621,... Reactants: C(C)(=O)[O-].[Na+] (sodium acetate), C([O-])(O)=O.[Na+] (sodium bicarbonate), hydrazone, Cl (HCl), N(N)C1=NN=C(C2=CC=CC=C12)Cl (1-hydrazino-4-chloro-phthalazine), C(C1=CC=CC=C1)=O (benzaldehyde), ice water, hydrazone, BrBr (bromine). RXN SMILES: Cl.[NH:2]([C:4]1[C:13]2[C:8](=[CH:9][CH:10]=[CH:11][CH:12]=2)[C:7]([Cl:14])=[N:6][N:5]=1)[NH2:3].[CH:15](=O)[C:16]1[CH:21]=[CH:20][CH:19]=[CH:18][CH:17]=1.C(=O)(O)[O-].[Na+].C([O-])(=O)C.[Na+].BrBr>O.C(O)C.C(O)(=O)C>[Cl:14][C:7]1[C:8]2[C:13](=[CH:12][CH:11]=[CH:10][CH:9]=2)[C:4]2=[N:2][N:3]=[C:15]([C:16]3[CH:21]=[CH:20][CH:19]=[CH:18][CH:17]=3)[N:5]2[N:6]=1 |f:3.4,5.6|. The yield is 74.0%. Procedure: Concentrated HCl is gradually added to a suspension of 1-hydrazino-4-chloro-phthalazine (0.1 mole) in water (900 ml) until a clear solution is obtained. Then benzaldehyde (0.1 mole) dissolved in the smallest amount of ethanol possible, is dripped into the obtained solution which is heated to 60°/70° C. and stirred for 10 minutes. The reaction mixture is then cooled, and brought to pH 8 by the addition of aqueous sodium bicarbonate. The hydrazone which forms is recovered by filtration and crystal... Run at temperature 70 celsius, time 10 minute. Product: ClC1=NN2C(C3=CC=CC=C13)=NN=C2C2=CC=CC=C2 (6-Chloro-3-phenyl-1,2,4-triazolo[3,4-a]phthalazine). The solvent is O (water), C(C)O (ethanol), C(C)(=O)O (acetic acid), C(C)(=O)O (acetic acid). The reactants are Clc1ccccc1Br, C1CCOC1, CC(C)[Mg+], [Cl-], [Cl-], O=C1CCN(c2ccc3nnc(C(F)(F)F)n3n2)CC1, [Li+]. Product: OC1(c2ccccc2Cl)CCN(c2ccc3nnc(C(F)(F)F)n3n2)CC1. RXN SMILES: [Br:8][c:9]1[c:10]([Cl:15])[cH:11][cH:12][cH:13][cH:14]1.[CH2:36]1[O:37][CH2:38][CH2:39][CH2:40]1.[CH:4]([Mg+:5])([CH3:6])[CH3:7].[Cl-:1].[Cl-:3].[F:16][C:17]([c:18]1[n:19][n:20][c:21]2[n:22]1[n:23][c:24]([N:27]1[CH2:28][CH2:29][C:30](=[O:33])[CH2:31][CH2:32]1)[cH:25][cH:26]2)([F:34])[F:35].[Li+:2]>>[c:9]1([C:30]2([OH:33])[CH2:29][CH2:28][N:27]([c:24]3[n:23][n:22]4[c:18]([C:17]([F:16])([F:34])[F:35])[n:19][n:20][c:21]4[cH:26][cH:25]3)[CH2:32][CH2:31]2)[c:10]([Cl:15])[cH:11][cH:12][cH:13][cH:14]1. The reactants are CS(=O)c1[nH]ccc1[N+](=O)[O-], CCO, Cl, Cl, N=C(N)Nc1nc(CSCCN)cs1, [Na]. Product: N=C(N)Nc1nc(CSCCNc2[nH]ccc2[N+](=O)[O-])cs1. Reaction SMILES: [CH3:18][S:19](=[O:20])[c:21]1[nH:22][cH:23][cH:24][c:25]1[N+:26](=[O:27])[O-:28].[CH3:29][CH2:30][OH:31].[ClH:1].[ClH:2].[NH:3]([C:4](=[NH:5])[NH2:6])[c:7]1[s:8][cH:9][c:10]([CH2:12][S:13][CH2:14][CH2:15][NH2:16])[n:11]1.[Na:17]>>[NH:3]([C:4](=[NH:5])[NH2:6])[c:7]1[s:8][cH:9][c:10]([CH2:12][S:13][CH2:14][CH2:15][NH:16][c:21]2[nH:22][cH:23][cH:24][c:25]2[N+:26](=[O:27])[O-:28])[n:11]1.